This data is from the Open Reaction Database (ORD), a public repository of structured organic reaction records. The task is: describe an organic reaction: reactants, conditions, products, and yield Starting materials: C(C)N(CC)S(F)(F)F (N-ethyl-N-(trifluoro-λ4-sulfanyl)ethanamine), C(C)N1N=C(C=C1OC1=CC=C(C=C1)CO)C=1C=C(C=CC1)C(C)(C)NS(=O)(=O)CC(F)(F)F (N-[1-(3-{1-ethyl-5-[4-(hydroxymethyl)phenoxy]-1H-pyrazol-3-yl}phenyl)-1-methylethyl]-2,2,2-trifluoroethanesulfonamide), C(O)([O-])=O.[Na+] (sodium hydrogencarbonate). Solvent: ClCCl (dichloromethane). Reaction conditions: temperature -78 celsius, time 5 minute. Yields the product C(C)N1N=C(C=C1OC1=CC=C(C=C1)CF)C=1C=C(C=CC1)C(C)(C)NS(=O)(=O)CC(F)(F)F (N-[1-(3-{1-ethyl-5-[4-(fluoromethyl)phenoxy]-1H-pyrazol-3-yl}phenyl)-1-methylethyl]-2,2,2-trifluoroethanesulfonamide). Yield: 33.9%. RXN SMILES: C(N(S(F)(F)[F:7])CC)C.[CH2:10]([N:12]1[C:16]([O:17][C:18]2[CH:23]=[CH:22][C:21]([CH2:24]O)=[CH:20][CH:19]=2)=[CH:15][C:14]([C:26]2[CH:27]=[C:28]([C:32]([NH:35][S:36]([CH2:39][C:40]([F:43])([F:42])[F:41])(=[O:38])=[O:37])([CH3:34])[CH3:33])[CH:29]=[CH:30][CH:31]=2)=[N:13]1)[CH3:11].C(=O)([O-])O.[Na+]>ClCCl>[CH2:10]([N:12]1[C:16]([O:17][C:18]2[CH:19]=[CH:20][C:21]([CH2:24][F:7])=[CH:22][CH:23]=2)=[CH:15][C:14]([C:26]2[CH:27]=[C:28]([C:32]([NH:35][S:36]([CH2:39][C:40]([F:41])([F:43])[F:42])(=[O:38])=[O:37])([CH3:34])[CH3:33])[CH:29]=[CH:30][CH:31]=2)=[N:13]1)[CH3:11] |f:2.3|. Procedure details: N-ethyl-N-(trifluoro-λ4-sulfanyl)ethanamine (DAST, 0,021 mL, 0.16 mmol, 1.3 equiv) was added to a solution of N-[1-(3-{1-ethyl-5-[4-(hydroxymethyl)phenoxy]-1H-pyrazol-3-yl}phenyl)-1-methylethyl]-2,2,2-trifluoroethanesulfonamide (62 mg, 0.13 mmol, 1 equiv) in dichloromethane (1.2 mL) at −78° C. The reaction mixture was stirred at −78° C. for 5 minutes, then saturated sodium hydrogencarbonate was added. The crude mixture was extracted with ethyl acetate. The organic layer was washed with saturated... Starting materials: CCOC(=O)c1ccc(C=Cc2ccc3c(c2)C(c2cccs2)=CCC3(C)C)cc1, CCOC(=O)c1ccc(C=Cc2ccc3c(c2)C(SCC)=CCC3(C)C)cc1. Product: CCSC1=CCC(C)(C)c2ccc(C=Cc3ccc(C(=O)O)cc3)cc21. As a reaction SMILES: [CH3:1][C:2]1([CH3:3])[CH2:4][CH:5]=[C:6]([c:7]2[s:8][cH:9][cH:10][cH:11]2)[c:12]2[cH:13][c:14]([CH:15]=[CH:16][c:17]3[cH:18][cH:19][c:20]([C:21]([O:22][CH2:23][CH3:24])=[O:25])[cH:26][cH:27]3)[cH:28][cH:29][c:30]21.[CH3:31][C:32]1([CH3:58])[c:33]2[cH:34][cH:35][c:36]([CH:45]=[CH:46][c:47]3[cH:48][cH:49][c:50]([C:51](=[O:52])[O:53][CH2:54][CH3:55])[cH:56][cH:57]3)[cH:37][c:38]2[C:39]([S:42][CH2:43][CH3:44])=[CH:40][CH2:41]1>>[CH3:31][C:32]1([CH3:58])[c:33]2[cH:34][cH:35][c:36]([CH:45]=[CH:46][c:47]3[cH:48][cH:49][c:50]([C:51](=[O:52])[OH:53])[cH:56][cH:57]3)[cH:37][c:38]2[C:39]([S:42][CH2:43][CH3:44])=[CH:40][CH2:41]1. The reactants are C1(C=2C(C(=O)O1)=CC=CC2)=O (phthalic anhydride), NCCCCCO (5-amino-1-pentanol), C1(=CC=CC=C1)P(C1=CC=CC=C1)C1=CC=CC=C1 (triphenylphosphine), BrBr (bromine). Solvent: C1(=CC=CC=C1)C (toluene), O (water). Reaction conditions: temperature 0 celsius, time 8 hour. Product: BrCCCCCN1C(C=2C(C1=O)=CC=CC2)=O (N-(5-Bromopentyl)phthalimide). Isolated yield 70.0%. As a reaction SMILES: [C:1]1(=[O:11])[O:6][C:4](=O)[C:3]2=[CH:7][CH:8]=[CH:9][CH:10]=[C:2]12.[NH2:12][CH2:13][CH2:14][CH2:15][CH2:16][CH2:17]O.C1(P(C2C=CC=CC=2)C2C=CC=CC=2)C=CC=CC=1.[Br:38]Br>C1(C)C=CC=CC=1.O>[Br:38][CH2:17][CH2:16][CH2:15][CH2:14][CH2:13][N:12]1[C:1](=[O:11])[C:2]2=[CH:10][CH:9]=[CH:8][CH:7]=[C:3]2[C:4]1=[O:6]. Procedure details: To a suspension n of phthalic anhydride (2.96 g, 20 mmol) in toluene (20 mL) was added 5-amino-1-pentanol (2.2 mL, 20 mmol) and the resulting mixture was heated to reflux for 14 hours. The solvent was removed under reduced pressure and the residue dissolved in dichloromethane (20 mL). This solution was cooled to 0° C. and triphenylphosphine (4.7 g, 18 mmol) and bromine were added. After warming to room temperature, the solution was stirred overnight and then poured into water (20 mL) and the org... The product is C=C(C)COC(=O)N=C(N)c1ccc(NC(c2nc(OCOC(=O)OC(C)C)n(-c3ncccn3)n2)c2cc(OC)cc(OCCOC(C)=O)c2F)cc1. RXN SMILES: [C:56](=[O:57])([O-:58])[O-:59].[CH3:62][N:63]([CH3:64])[CH:65]=[O:66].[CH3:68][CH2:69][O:70][C:71](=[O:72])[CH3:73].[CH:47]([CH3:48])([CH3:49])[O:50][C:51]([O:52][CH2:53][Cl:54])=[O:55].[K+:60].[K+:61].[NH2:1][C:2]([c:3]1[cH:4][cH:5][c:6]([NH:9][CH:10]([c:11]2[c:12]([F:26])[c:13]([O:14][CH2:15][CH2:16][O:17][C:18]([CH3:19])=[O:20])[cH:21][c:22]([O:24][CH3:25])[cH:23]2)[c:27]2[n:28][n:29](-[c:33]3[n:34][cH:35][cH:36][cH:37][n:38]3)[c:30](=[O:32])[nH:31]2)[cH:7][cH:8]1)=[N:39][C:40](=[O:41])[O:42][CH2:43][C:44](=[CH2:45])[CH3:46].[OH2:67]>>[NH2:1][C:2]([c:3]1[cH:4][cH:5][c:6]([NH:9][CH:10]([c:11]2[c:12]([F:26])[c:13]([O:14][CH2:15][CH2:16][O:17][C:18]([CH3:19])=[O:20])[cH:21][c:22]([O:24][CH3:25])[cH:23]2)[c:27]2[n:28][n:29](-[c:33]3[n:34][cH:35][cH:36][cH:37][n:38]3)[c:30]([O:32][CH2:53][O:52][C:51]([O:50][CH:47]([CH3:48])[CH3:49])=[O:55])[n:31]2)[cH:7][cH:8]1)=[N:39][C:40](=[O:41])[O:42][CH2:43][C:44](=[CH2:45])[CH3:46]. Reactants: O=C([O-])[O-], CN(C)C=O, CCOC(C)=O, CC(C)OC(=O)OCCl, [K+], [K+], C=C(C)COC(=O)N=C(N)c1ccc(NC(c2nn(-c3ncccn3)c(=O)[nH]2)c2cc(OC)cc(OCCOC(C)=O)c2F)cc1, O. Starting materials: NC=1C=C(COCCOCCCCCCN2C(O[C@@H](C2)C2=CC3=C(OC(OC3)(C)C)C=C2)=O)C=CC1 ((5R)-3-(6-{2-[(3-aminobenzyl)oxy]ethoxy}hexyl)-5-(2,2-dimethyl-4H-1,3-benzodioxin-6-yl)-1,3-oxazolidin-2-one), C1(=CC=C(C=C1)N=C=O)C1=CC=CC=C1 (4-biphenylyl isocyanate), C(C)(C)O (Isopropanol). Run in ClCCl (dichloromethane). Reaction conditions: temperature 20 celsius, time 19 hour. Product: C1(=CC=C(C=C1)NC(=O)NC1=CC(=CC=C1)COCCOCCCCCCN1C(O[C@@H](C1)C1=CC2=C(OC(OC2)(C)C)C=C1)=O)C1=CC=CC=C1 (N-(1,1′-Biphenyl-4-yl)-N′-(3-{[2-({6-[(5R)-5-(2,2-dimethyl-4H-1,3-benzodioxin-6-yl)-2-oxo-1,3-oxazolidin-3-yl]hexyl}oxy)ethoxy]methyl}phenyl)urea). Isolated yield 42.3%. Reaction SMILES: [NH2:1][C:2]1[CH:3]=[C:4]([CH:34]=[CH:35][CH:36]=1)[CH2:5][O:6][CH2:7][CH2:8][O:9][CH2:10][CH2:11][CH2:12][CH2:13][CH2:14][CH2:15][N:16]1[CH2:20][C@@H:19]([C:21]2[CH:32]=[CH:31][C:24]3[O:25][C:26]([CH3:30])([CH3:29])[O:27][CH2:28][C:23]=3[CH:22]=2)[O:18][C:17]1=[O:33].[C:37]1([C:46]2[CH:51]=[CH:50][CH:49]=[CH:48][CH:47]=2)[CH:42]=[CH:41][C:40]([N:43]=[C:44]=[O:45])=[CH:39][CH:38]=1.C(O)(C)C>ClCCl>[C:37]1([C:46]2[CH:47]=[CH:48][CH:49]=[CH:50][CH:51]=2)[CH:38]=[CH:39][C:40]([NH:43][C:44]([NH:1][C:2]2[CH:36]=[CH:35][CH:34]=[C:4]([CH2:5][O:6][CH2:7][CH2:8][O:9][CH2:10][CH2:11][CH2:12][CH2:13][CH2:14][CH2:15][N:16]3[CH2:20][C@@H:19]([C:21]4[CH:32]=[CH:31][C:24]5[O:25][C:26]([CH3:30])([CH3:29])[O:27][CH2:28][C:23]=5[CH:22]=4)[O:18][C:17]3=[O:33])[CH:3]=2)=[O:45])=[CH:41][CH:42]=1. Procedure details: A solution of (5R)-3-(6-{2-[(3-aminobenzyl)oxy]ethoxy}hexyl)-5-(2,2-dimethyl-4H-1,3-benzodioxin-6-yl)-1,3-oxazolidin-2-one (0.202 g) in dichloromethane (4 ml) was treated with 4-biphenylyl isocyanate (0.126 g) and the mixture stirred under nitrogen at 20° C. for 19 h. Isopropanol (15 ml) was added to quench excess isocyanate, and the mixture stirred for 2 h. The solvents were removed in vacuo to give a residue which was purified by Biotage. Elution with 6:4 EtOAc/cyclohexane followed by solvent ... Procedure: Compound 35-2 (1.23 g) was dissolved in methylene chloride (30 ml), triphenylphosphine (1.75 g) and N-bromosuccinimide (1.17 g) were added under ice-cooling, and the mixture was stirred under ice-cooling for 2 hr, and at room temperature for 12 hr. The reaction mixture was washed with water and saturated brine, and dried over anhydrous magnesium sulfate. The solvent was evaporated under reduced pressure. Diethyl ether (50 ml) was added, and the precipitated triphenylphosphine oxide was filtered ... Yields the product BrCCCC1=CC(=CC(=C1)Cl)Cl (1-(3-bromopropyl)-3,5-dichlorobenzene). The reactants are C1(=CC=CC=C1)P(C1=CC=CC=C1)C1=CC=CC=C1 (triphenylphosphine), BrN1C(CCC1=O)=O (N-bromosuccinimide), ClC=1C=C(C=C(C1)Cl)CCCO (3-(3,5-dichlorophenyl)-1-propanol). Yield: 80.9%. Solvent: C(Cl)Cl (methylene chloride). RXN SMILES: [Cl:1][C:2]1[CH:3]=[C:4]([CH2:9][CH2:10][CH2:11]O)[CH:5]=[C:6]([Cl:8])[CH:7]=1.C1(P(C2C=CC=CC=2)C2C=CC=CC=2)C=CC=CC=1.[Br:32]N1C(=O)CCC1=O>C(Cl)Cl>[Br:32][CH2:11][CH2:10][CH2:9][C:4]1[CH:3]=[C:2]([Cl:1])[CH:7]=[C:6]([Cl:8])[CH:5]=1. Reaction conditions: time 12 hour.